This data is from the Open Reaction Database (ORD), a public repository of structured organic reaction records. The task is: describe an organic reaction: reactants, conditions, products, and yield Reactants: CCOC(C)=O, CC(C)Oc1cc(OCCN(C)C)ccc1[N+](=O)[O-], [H][H]. The product is CC(C)Oc1cc(OCCN(C)C)ccc1N. As a reaction SMILES: [CH3:22][CH2:23][O:24][C:25](=[O:26])[CH3:27].[CH:1]([CH3:2])([CH3:3])[O:4][c:5]1[cH:6][c:7]([O:8][CH2:9][CH2:10][N:11]([CH3:12])[CH3:13])[cH:14][cH:15][c:16]1[N+:17]([O-:18])=[O:19].[H:20][H:21]>>[CH:1]([CH3:2])([CH3:3])[O:4][c:5]1[cH:6][c:7]([O:8][CH2:9][CH2:10][N:11]([CH3:12])[CH3:13])[cH:14][cH:15][c:16]1[NH2:17]. Yield: 40.0%. Reactants: O (water), O=S1(N=C(C2=C1C=CC=C2)SC(C(=O)OC)CC2=CC=C(C=C2)OCC2=CC=CC=C2)=O (Methyl 2-[(1,1-dioxo-1,2-benzoisothiazol-3-yl)thio]-3-(4-benzyloxyphenyl)propionate), Cl (HCl), [OH-].[K+] (KOH). The solvent is CO.O (MeOH H2O). Reaction SMILES: [O:1]=[S:2]1(=[O:32])[C:6]2[CH:7]=[CH:8][CH:9]=[CH:10][C:5]=2[C:4]([S:11][CH:12]([CH2:17][C:18]2[CH:23]=[CH:22][C:21]([O:24][CH2:25][C:26]3[CH:31]=[CH:30][CH:29]=[CH:28][CH:27]=3)=[CH:20][CH:19]=2)[C:13]([O:15]C)=[O:14])=[N:3]1.[OH-].[K+].Cl.O>CO.O>[O:32]=[S:2]1(=[O:1])[C:6]2[CH:7]=[CH:8][CH:9]=[CH:10][C:5]=2[C:4]([S:11][CH:12]([CH2:17][C:18]2[CH:23]=[CH:22][C:21]([O:24][CH2:25][C:26]3[CH:27]=[CH:28][CH:29]=[CH:30][CH:31]=3)=[CH:20][CH:19]=2)[C:13]([OH:15])=[O:14])=[N:3]1 |f:1.2,5.6|. Procedure details: The crude product from Step A was dissolved in a MeOH/H2O mixture (2:1, 4 ml). 0.7 g KOH was added to the solution and heated at reflux for 1.5 h. Then the reaction mixture was neutralized with 1M HCl, a small amount of water was added and the mixture extracted with ethyl acetate. The solvent was evaporated. The product was purified by chromatography (SiO2; ethyl acetate). The yield was 40%. The product is O=S1(N=C(C2=C1C=CC=C2)SC(C(=O)O)CC2=CC=C(C=C2)OCC2=CC=CC=C2)=O (2-[(1,1-Dioxo-1,2-benzoisothiazol-3-yl)thio]-3-(4-benzyloxyphenyl)propionic acid). The reactants are C(C)(=O)NC(C(=O)NCC1=CC=CC=C1)Br (2-Acetamido-N-benzyl-2-bromoacetamide), NO (NH2OH). Run in C1CCOC1 (THF), C1CCOC1 (THF). Conditions: temperature -10 celsius, time 30 minute. The product is C(C)(=O)NC(C(=O)NCC1=CC=CC=C1)NO (2-Acetamido-N-benzyl-2-(N-hydroxyamino)acetamide). Reaction SMILES: [C:1]([NH:4][CH:5](Br)[C:6]([NH:8][CH2:9][C:10]1[CH:15]=[CH:14][CH:13]=[CH:12][CH:11]=1)=[O:7])(=[O:3])[CH3:2].[NH2:17][OH:18]>C1COCC1>[C:1]([NH:4][CH:5]([NH:17][OH:18])[C:6]([NH:8][CH2:9][C:10]1[CH:15]=[CH:14][CH:13]=[CH:12][CH:11]=1)=[O:7])(=[O:3])[CH3:2]. Procedure details: 2-Acetamido-N-benzyl-2-bromoacetamide (prepared from 2-acetamido-N-benzyl-2-ethoxyacetamide (3.00 g, 12.0 mmol) and BBr3 (1M in CH2Cl2, 17.2 mL, 17.2 rental)) was dissolved in THF (250 mL), cooled (-10° C.), and then added dropwise (30 min) to a suspension of NH2OH (5-6 equiv) in THF (50 mL) at -10° C. The reaction mixture was stirred (30 min) at this temperature and then allowed to warm to room temperature (1 h). The insoluble materials were filtered and the filtrate was concentrated in vacuo. ... The reactants are P(=O)(Cl)(Cl)Cl (phosphorus oxychloride), NC1[C@@H]2N(C(=C(CS2)CSC2=NN=NN2CC=C)C(=O)O)C1=O (7-amino-3-(1-allyl-1H-tetrazol-5-yl)thiomethyl-3-cephem-4-carboxylic acid), C[Si](C)(C)CC(=O)N (trimethylsilylacetamide), C[N+](=CCl)C.[Cl-] (Vilsmeier reagent), C(C=C)ON=C(C(=O)O)C=1N=C(SC1)NC=O (2-Allyloxyimino-2-(2-formamidothiazol-4-yl)acetic acid). The solvent is C(C)(=O)OCC (ethyl acetate), CN(C=O)C (dimethylformamide), C(C)(=O)OCC (ethyl acetate), O (water), C(C)(=O)OCC (ethyl acetate). Conditions: time 30 minute. Yields the product C(C=C)ON=C(C(=O)NC1[C@@H]2N(C(=C(CS2)CSC2=NN=NN2CC=C)C(=O)O)C1=O)C=1N=C(SC1)NC=O (7-[2-allyloxyimino-2-(2-formamidothiazol-4-yl)acetamido]-3-(1-allyl-1H-tetrazol-5-yl)thiomethyl-3-cephem-4-carboxylic acid). Yield: 79.9%. RXN SMILES: [CH2:1]([O:4][N:5]=[C:6]([C:10]1[N:11]=[C:12]([NH:15][CH:16]=[O:17])[S:13][CH:14]=1)[C:7]([OH:9])=O)[CH:2]=[CH2:3].C[N+](C)=CCl.[Cl-].P(Cl)(Cl)(Cl)=O.[NH2:29][CH:30]1[C:50](=[O:51])[N:32]2[C:33]([C:47]([OH:49])=[O:48])=[C:34]([CH2:37][S:38][C:39]3[N:43]([CH2:44][CH:45]=[CH2:46])[N:42]=[N:41][N:40]=3)[CH2:35][S:36][C@H:31]12.C[Si](CC(N)=O)(C)C>C(OCC)(=O)C.O.CN(C)C=O>[CH2:1]([O:4][N:5]=[C:6]([C:10]1[N:11]=[C:12]([NH:15][CH:16]=[O:17])[S:13][CH:14]=1)[C:7]([NH:29][CH:30]1[C:50](=[O:51])[N:32]2[C:33]([C:47]([OH:49])=[O:48])=[C:34]([CH2:37][S:38][C:39]3[N:43]([CH2:44][CH:45]=[CH2:46])[N:42]=[N:41][N:40]=3)[CH2:35][S:36][C@H:31]12)=[O:9])[CH:2]=[CH2:3] |f:1.2|. Reported procedure: 2-Allyloxyimino-2-(2-formamidothiazol-4-yl)acetic acid (syn isomer) (0.80 g) and dry ethyl acetate (10 ml) were added at 0° to 5° C. with stirring to a suspension of Vilsmeier reagent prepared from dry dimethylformamide (0.25 g) and phosphorus oxychloride (0.528 g) in dry ethyl acetate (0.75 ml) by conventional method, and the resulting mixture was stirred for 30 minutes at the same temperature to give an yellow solution. The solution was added at -10° C. with stirring to a solution of 7-amino-3... The reactants are FC=1C=NC=C(C(=NO)Cl)C1 (5-Fluoro-N-hydroxynicotinimidoyl chloride), ClC=1C=C(C#N)C=C(C1)C#C (3-Chloro-5-ethynylbenzonitrile), N (NH3). The product is ClC=1C=C(C#N)C=C(C1)C1=CC(=NO1)C=1C=NC=C(C1)F (3-Chloro-5-(3-(5-fluoropyridin-3-yl)isoxazol-5-yl)benzonitrile). RXN SMILES: [F:1][C:2]1[CH:3]=[N:4][CH:5]=[C:6]([CH:11]=1)[C:7](Cl)=[N:8][OH:9].[Cl:12][C:13]1[CH:14]=[C:15]([CH:18]=[C:19]([C:21]#[CH:22])[CH:20]=1)[C:16]#[N:17].N>>[Cl:12][C:13]1[CH:14]=[C:15]([CH:18]=[C:19]([C:21]2[O:9][N:8]=[C:7]([C:6]3[CH:5]=[N:4][CH:3]=[C:2]([F:1])[CH:11]=3)[CH:22]=2)[CH:20]=1)[C:16]#[N:17]. Procedure: The titled compound was prepared according to Method CB using the product of Example 28B (88 mg, 0.5 mmol) and the product of Example 66A (82 mg, 0.5 mmol). 1H NMR (300 MHz, MeOH-d4) δ 8.00 (s, 1H), 8.22 (ddd, J=9.5, 2.7, 1.7 Hz, 1H), 8.26 (dd, J=2.0, 1.4 Hz, 1H), 8.33 (t, J=1.7 Hz, 1H), 8.40 (t, J=1.5 Hz, 1H), 8.79 (d, J=2.7 Hz, 1H), 8.98 (t, J=1.7 Hz, 1H) ppm; MS (DCI/NH3) m/z 300 (M+H)+, 302 (M+H)+. Reactants: O=C([O-])[O-], ClCCCN1CCCCC1, ClCCl, Cl, Oc1cccc(-c2ccn3c(-c4ccnc(-c5ccc(F)cc5)c4)cnc3c2)c1, [K+], [K+], CN(C)C=O. Product: Fc1ccc(-c2cc(-c3cnc4cc(-c5cccc(OCCCN6CCCCC6)c5)ccn34)ccn2)cc1. Reaction SMILES: [C:41](=[O:42])([O-:43])[O-:44].[Cl:31][CH2:32][CH2:33][CH2:34][N:35]1[CH2:36][CH2:37][CH2:38][CH2:39][CH2:40]1.[Cl:52][CH2:53][Cl:54].[ClH:30].[F:1][c:2]1[cH:3][cH:4][c:5](-[c:8]2[n:9][cH:10][cH:11][c:12](-[c:14]3[cH:15][n:16][c:17]4[n:18]3[cH:19][cH:20][c:21](-[c:23]3[cH:24][c:25]([OH:29])[cH:26][cH:27][cH:28]3)[cH:22]4)[cH:13]2)[cH:6][cH:7]1.[K+:45].[K+:46].[O:47]=[CH:48][N:49]([CH3:50])[CH3:51]>>[F:1][c:2]1[cH:3][cH:4][c:5](-[c:8]2[n:9][cH:10][cH:11][c:12](-[c:14]3[cH:15][n:16][c:17]4[n:18]3[cH:19][cH:20][c:21](-[c:23]3[cH:24][c:25]([O:29][CH2:32][CH2:33][CH2:34][N:35]5[CH2:36][CH2:37][CH2:38][CH2:39][CH2:40]5)[cH:26][cH:27][cH:28]3)[cH:22]4)[cH:13]2)[cH:6][cH:7]1. Starting materials: CN1CCCC1=O, NC1CCCC1, Cc1cc(NCCCl)c2nc(C)n(-c3ccc(Cl)cc3Cl)c2n1. Yields the product Cc1cc(NCCNC2CCCC2)c2nc(C)n(-c3ccc(Cl)cc3Cl)c2n1. Reaction SMILES: [CH3:30][N:31]1[CH2:32][CH2:33][CH2:34][C:35]1=[O:36].[CH:24]1([NH2:29])[CH2:25][CH2:26][CH2:27][CH2:28]1.[Cl:1][c:2]1[c:3](-[n:9]2[c:10]([CH3:23])[n:11][c:12]3[c:13]2[n:14][c:15]([CH3:22])[cH:16][c:17]3[NH:18][CH2:19][CH2:20][Cl:21])[cH:4][cH:5][c:6]([Cl:8])[cH:7]1>>[Cl:1][c:2]1[c:3](-[n:9]2[c:10]([CH3:23])[n:11][c:12]3[c:13]2[n:14][c:15]([CH3:22])[cH:16][c:17]3[NH:18][CH2:19][CH2:20][NH:29][CH:24]2[CH2:25][CH2:26][CH2:27][CH2:28]2)[cH:4][cH:5][c:6]([Cl:8])[cH:7]1. Reactants: C[Si](C)(C)c1oc(N2CC3(CN4CCC3CC4)OC2=O)cc1Br, CCCC[N+](CCCC)(CCCC)CCCC, [F-], C1CCOC1. Product: O=C1OC2(CN3CCC2CC3)CN1c1cc(Br)co1. Reaction SMILES: [Br:19][c:20]1[cH:21][c:22]([N:29]2[C:30](=[O:41])[O:31][C:32]3([CH2:33][N:34]4[CH2:35][CH2:36][CH:37]3[CH2:38][CH2:39]4)[CH2:40]2)[o:23][c:24]1[Si:25]([CH3:26])([CH3:27])[CH3:28].[CH2:2]([N+:3]([CH2:4][CH2:5][CH2:6][CH3:7])([CH2:8][CH2:9][CH2:10][CH3:11])[CH2:12][CH2:13][CH2:14][CH3:15])[CH2:16][CH2:17][CH3:18].[F-:1].[O:42]1[CH2:43][CH2:44][CH2:45][CH2:46]1>>[Br:19][c:20]1[cH:21][c:22]([N:29]2[C:30](=[O:41])[O:31][C:32]3([CH2:33][N:34]4[CH2:35][CH2:36][CH:37]3[CH2:38][CH2:39]4)[CH2:40]2)[o:23][cH:24]1.